This data is from the Open Reaction Database (ORD), a public repository of structured organic reaction records. The task is: describe an organic reaction: reactants, conditions, products, and yield Run in C(C)O (ethanol). Reported procedure: Starting with 20 mg of 5-ethyl-2H-pyrazole-3-carboxaldehyde, 30 mg of 4-bromo-1,2-phenylenediamine and 30 mg of sodium metabisulphite, in 1 ml of ethanol and 2 ml of dimethylformamide, and after purification by SPE (SCX phase, washing with methanol, extraction with 2N ammoniacal methanol) followed by a reverse-phase HPLC (5 mm C18 phase, dimensions: 100×25 mm, flow rate 20 ml/min, elution gradient: acetonitrile/0.07% TFA-water/0.07% TFA from 5-95 to 95-5 (v/v)), and desalification by SPE (SCX ph... RXN SMILES: [CH2:1]([C:3]1[CH:4]=[C:5]([CH:8]=O)[NH:6][N:7]=1)[CH3:2].[Br:10][C:11]1[CH:16]=[CH:15][C:14]([NH2:17])=[C:13]([NH2:18])[CH:12]=1.S(S([O-])=O)([O-])(=O)=O.[Na+].[Na+]>C(O)C>[CH2:1]([C:3]1[CH:4]=[C:5]([C:8]2[NH:17][C:14]3[CH:15]=[CH:16][C:11]([Br:10])=[CH:12][C:13]=3[N:18]=2)[NH:6][N:7]=1)[CH3:2] |f:2.3.4|. Starting materials: C(C)C=1C=C(NN1)C=O (5-ethyl-2H-pyrazole-3-carboxaldehyde), BrC1=CC(=C(C=C1)N)N (4-bromo-1,2-phenylenediamine), S(=O)(=O)([O-])S(=O)[O-].[Na+].[Na+] (sodium metabisulphite). Product: C(C)C=1C=C(NN1)C1=NC2=C(N1)C=CC(=C2)Br (2-(5-ethyl-2H-pyrazol-3-yl)-5-bromo-1H-benzimidazole). The reactants are Cc1ccccc1, OC(c1cccs1)c1cccnc1Cl. Product: O=C(c1cccs1)c1cccnc1Cl. As a reaction SMILES: [CH3:15][c:16]1[cH:17][cH:18][cH:19][cH:20][cH:21]1.[Cl:1][c:2]1[n:3][cH:4][cH:5][cH:6][c:7]1[CH:8]([OH:9])[c:10]1[s:11][cH:12][cH:13][cH:14]1>>[Cl:1][c:2]1[n:3][cH:4][cH:5][cH:6][c:7]1[C:8](=[O:9])[c:10]1[s:11][cH:12][cH:13][cH:14]1. Starting materials: CCO, CCO, CC(CCCl)C(=O)Nc1cc(C(C)(C)C)ns1, [K+], [OH-], O, O. Yields the product CC1CCN(c2cc(C(C)(C)C)ns2)C1=O. RXN SMILES: [CH2:25]([OH:26])[CH3:27].[CH3:21][CH2:22][OH:23].[Cl:1][CH2:2][CH2:3][CH:4]([C:5](=[O:6])[NH:7][c:8]1[cH:9][c:10]([C:13]([CH3:14])([CH3:15])[CH3:16])[n:11][s:12]1)[CH3:17].[K+:19].[OH-:18].[OH2:20].[OH2:24]>>[CH2:2]1[CH2:3][CH:4]([CH3:17])[C:5](=[O:6])[N:7]1[c:8]1[cH:9][c:10]([C:13]([CH3:14])([CH3:15])[CH3:16])[n:11][s:12]1. Starting materials: ice, FC1=C(C(=O)C2=CC=C(C=C2)OC)C(=C(C(=C1F)F)F)F (2,3,4,5,6-pentafluoro-4'-methoxy-benzophenone), B(Br)(Br)Br (boron tribromide). Solvent: C(CCl)Cl (ethylene chloride), C(CCl)Cl (ethylene chloride). Conditions: time 5 hour. The product is FC1=C(C(=O)C2=CC=C(C=C2)O)C(=C(C(=C1F)F)F)F (2,3,4,5,6-pentafluoro-4'-hydroxybenzophenone). The yield is 72.5%. Reaction SMILES: [F:1][C:2]1[C:17]([F:18])=[C:16]([F:19])[C:15]([F:20])=[C:14]([F:21])[C:3]=1[C:4]([C:6]1[CH:11]=[CH:10][C:9]([O:12]C)=[CH:8][CH:7]=1)=[O:5].B(Br)(Br)Br>C(Cl)CCl>[F:1][C:2]1[C:17]([F:18])=[C:16]([F:19])[C:15]([F:20])=[C:14]([F:21])[C:3]=1[C:4]([C:6]1[CH:11]=[CH:10][C:9]([OH:12])=[CH:8][CH:7]=1)=[O:5]. Procedure: A solution of 5.6 g of 2,3,4,5,6-pentafluoro-4'-methoxy-benzophenone in 100 ml of ethylene chloride was added dropwise at -7° under argon to a solution of 23.23 g of boron tribromide in 100 ml of ethylene chloride. The reaction mixture was warmed to room temperature and stirred at this temperature for 5 hours. The reaction mixture was poured into 200 ml of ice-cold water and extracted three times with 150 ml of methylene chloride each time. The combined extracts were washed with 200 ml of water ... The reactants are [Na] (sodium), N(N)C=1SC2=C(N1)C=CC=C2 (2-hydrazinobenzothiazole), C(C=CC1=CC=CC=C1)#N (cinnamonitrile). Run in C(C)O (ethanol). Product: NC1=NN(C(C1)C1=CC=CC=C1)C=1SC2=C(N1)C=CC=C2 (2-(3-Amino-5-phenyl-2-pyrazolin-1-yl)benzothiazole). As a reaction SMILES: [Na].[NH:2]([C:4]1[S:5][C:6]2[CH:12]=[CH:11][CH:10]=[CH:9][C:7]=2[N:8]=1)[NH2:3].[C:13](#[N:22])[CH:14]=[CH:15][C:16]1[CH:21]=[CH:20][CH:19]=[CH:18][CH:17]=1>C(O)C>[NH2:22][C:13]1[CH2:14][CH:15]([C:16]2[CH:21]=[CH:20][CH:19]=[CH:18][CH:17]=2)[N:2]([C:4]2[S:5][C:6]3[CH:12]=[CH:11][CH:10]=[CH:9][C:7]=3[N:8]=2)[N:3]=1 |^1:0|. Procedure: A 0.46 g. amount of sodium metal is dissolved in 150 ml. of absolute ethanol, then 16.5 g. of 2-hydrazinobenzothiazole is added, followed by 12.9 g. of cinnamonitrile. The reaction mixture is refluxed for 16 hours, then is cooled. Some of the solvent is removed in vacuo and the mixture is filtered. The precipitate is washed with hexane to give 25.67 g. of crude product. A 3.0 g. amount of this material is recrystallized from acetone-hexane to give 2.35 g. of the product of the Example as buff co... Reactants: C1(CCCC(=O)O1)=O (glutaric anhydride), C(C)(=O)O.C(C)OP(=O)(CC(CC(C)C)C(N[C@@H](CC(C)C)C(NC)=O)=O)CN ((aminomethyl)[(RS)-4-methyl-2-[[(S)-3-methyl-1-(methylcarbamoyl)butyl]carbamoyl]pentyl]phosphinic acid ethyl ester acetate). Product: C(C)OP(=O)(CC(CC(C)C)C(N[C@@H](CC(C)C)C(NC)=O)=O)CN1C(CCCC1=O)=O ((glutarimidomethyl)[(RS)-4-methyl-2-[[(S)-3-methyl-1-(methylcarbamoyl)butyl]carbamoyl]pentyl]phosphinic acid ethyl ester). The yield is 27.9%. RXN SMILES: [C:1]1(=[O:8])[O:7][C:5](=O)[CH2:4][CH2:3][CH2:2]1.C(O)(=O)C.[CH2:13]([O:15][P:16]([CH2:36][NH2:37])([CH2:18][CH:19]([C:24](=[O:35])[NH:25][C@H:26]([C:31](=[O:34])[NH:32][CH3:33])[CH2:27][CH:28]([CH3:30])[CH3:29])[CH2:20][CH:21]([CH3:23])[CH3:22])=[O:17])[CH3:14]>>[CH2:13]([O:15][P:16]([CH2:36][N:37]1[C:1](=[O:8])[CH2:2][CH2:3][CH2:4][C:5]1=[O:7])([CH2:18][CH:19]([C:24](=[O:35])[NH:25][C@H:26]([C:31](=[O:34])[NH:32][CH3:33])[CH2:27][CH:28]([CH3:29])[CH3:30])[CH2:20][CH:21]([CH3:23])[CH3:22])=[O:17])[CH3:14] |f:1.2|. Reported procedure: In a manner analogous to that described in Example 24(A), from 0.161 g (1.41 mmol) of glutaric anhydride and 0.41 g (0.94 mmol) of (aminomethyl)[(RS)-4-methyl-2-[[(S)-3-methyl-1-(methylcarbamoyl)butyl]carbamoyl]pentyl]phosphinic acid ethyl ester acetate, there was obtained 0.124 g of (glutarimidomethyl)[(RS)-4-methyl-2-[[(S)-3-methyl-1-(methylcarbamoyl)butyl]carbamoyl]pentyl]phosphinic acid ethyl ester. Starting materials: C(C)(=O)OCC (ethyl acetate), C(C)(C)N(C(C)C)CC (N,N-Diisopropylethylamine), FC(COS(=O)(=O)C(F)(F)F)(F)F (2,2,2-Trifluoroethyl-trifluoromethanesulfonate), ClC1=C(C#N)C=CC(=C1)OCC1=C(N=C(S1)C1CCNCC1)C (2-Chloro-4-(4-methyl-2-piperidin-4-yl-thiazol-5-ylmethoxy)-benzonitrile). The solvent is O1CCCC1 (tetrahydrofuran). Product: ClC1=C(C#N)C=CC(=C1)OCC1=C(N=C(S1)C1CCN(CC1)CC(F)(F)F)C (2-Chloro-4-{4-methyl-2-[1-(2,2,2-trifluoro-ethyl)-piperidin-4-yl]-thiazol-5-ylmethoxy}-benzonitrile). Isolated yield 114.0%. As a reaction SMILES: [Cl:1][C:2]1[CH:9]=[C:8]([O:10][CH2:11][C:12]2[S:16][C:15]([CH:17]3[CH2:22][CH2:21][NH:20][CH2:19][CH2:18]3)=[N:14][C:13]=2[CH3:23])[CH:7]=[CH:6][C:3]=1[C:4]#[N:5].C(N(CC)C(C)C)(C)C.[F:33][C:34]([F:45])([F:44])[CH2:35]OS(C(F)(F)F)(=O)=O.C(OCC)(=O)C>O1CCCC1>[Cl:1][C:2]1[CH:9]=[C:8]([O:10][CH2:11][C:12]2[S:16][C:15]([CH:17]3[CH2:22][CH2:21][N:20]([CH2:35][C:34]([F:45])([F:44])[F:33])[CH2:19][CH2:18]3)=[N:14][C:13]=2[CH3:23])[CH:7]=[CH:6][C:3]=1[C:4]#[N:5]. Procedure: 710 mg 2-Chloro-4-(4-methyl-2-piperidin-4-yl-thiazol-5-ylmethoxy)-benzonitrile were dissolved in 20 ml tetrahydrofuran. 0.55 ml N,N-Diisopropylethylamine and 710 mg 2,2,2-Trifluoroethyl-trifluoromethanesulfonate were added and the reaction mixture heated under reflux for two hours. The cooled reaction mixture was diluted by addition of 100 ml ethyl acetate, washed with 20 ml water and brine then dried over MgSO4. The solvent was removed in vacuo to obtain 1.0 g crude 2-Chloro-4-{4-methyl-2-[1-(2...